describe an organic reaction: reactants, conditions, products, and yield From a dataset of the Open Reaction Database (ORD), a public repository of structured organic reaction records. Starting materials: [C+4], CC(=O)OCC1CC(N(CC(C)C)C(=O)OCc2ccccc2)CN(C(=O)OC(C)(C)C)C1, CO, [OH-], [OH-], [OH-], [OH-], [OH-], [OH-], [Pd+2]. Yields the product CC(=O)OCC1CC(NCC(C)C)CN(C(=O)OC(C)(C)C)C1. RXN SMILES: [C+4:36].[C:1]([CH3:2])(=[O:3])[O:4][CH2:5][CH:6]1[CH2:7][N:8]([C:27](=[O:28])[O:29][C:30]([CH3:31])([CH3:32])[CH3:33])[CH2:9][CH:10]([N:12]([CH2:13][CH:14]([CH3:15])[CH3:16])[C:17]([O:18][CH2:19][c:20]2[cH:21][cH:22][cH:23][cH:24][cH:25]2)=[O:26])[CH2:11]1.[CH3:34][OH:35].[OH-:37].[OH-:39].[OH-:40].[OH-:41].[OH-:42].[OH-:43].[Pd+2:38]>>[C:1]([CH3:2])(=[O:3])[O:4][CH2:5][CH:6]1[CH2:7][N:8]([C:27](=[O:28])[O:29][C:30]([CH3:31])([CH3:32])[CH3:33])[CH2:9][CH:10]([NH:12][CH2:13][CH:14]([CH3:15])[CH3:16])[CH2:11]1. Starting materials: ClC1=CC=C2C(C=CN(C2=C1)C)=O (7-Chloro-1-methyl-4-quinolone), ClS(=O)(=O)O (chlorosulphonic acid). Solvent: ice water. Reaction conditions: temperature 140 celsius. Product: ClC1=CC=C2C(C(=CN(C2=C1)C)S(=O)(=O)Cl)=O (7-chloro-1-methyl-4-oxo-1,4-dihydroquinoline-3-sulphonyl chloride). RXN SMILES: [Cl:1][C:2]1[CH:11]=[C:10]2[C:5]([C:6](=[O:13])[CH:7]=[CH:8][N:9]2[CH3:12])=[CH:4][CH:3]=1.[Cl:14][S:15](O)(=[O:17])=[O:16]>>[Cl:1][C:2]1[CH:11]=[C:10]2[C:5]([C:6](=[O:13])[C:7]([S:15]([Cl:14])(=[O:17])=[O:16])=[CH:8][N:9]2[CH3:12])=[CH:4][CH:3]=1. Procedure details: 7-Chloro-1-methyl-4-quinolone (6.9 g) and chlorosulphonic acid (14 ml) can be stirred and heated at 140° C. for 2 hours. The reaction mixture can be cooled to room temperature and carefully added dropwise to ice water (200 ml). The solid which forms can be collected, washed with water and dried in air to give the compound 7-chloro-1-methyl-4-oxo-1,4-dihydroquinoline-3-sulphonyl chloride, m.p. >300° C. The reactants are C(C)OC(C(CNC(=O)C=1C(=C2C=C(C(N(C2=C(N1)C=1C=NC=CC1)CC1=CC=CC=C1)=O)C1=CC=CC=C1)O)(C)C)=O (3-[(1-benzyl-5-hydroxy-2-oxo-3-phenyl-8-pyridin-3-yl-1,2-dihydro-[1,7]naphthyridine-6-carbonyl)-amino]-2,2-dimethyl-propionic acid ethyl ester), [OH-].[Na+] (NaOH), CO (MeOH), C1CCOC1 (THF). Solvent: C(=O)(O)[O-].[Na+] (NaHCO3). Conditions: time 16 hour. Product: C(C1=CC=CC=C1)N1C(C(=CC2=C(C(=NC(=C12)C=1C=NC=CC1)C(=O)NCC(C(=O)O)(C)C)O)C1=CC=CC=C1)=O (3-[(1-Benzyl-5-hydroxy-2-oxo-3-phenyl-8-pyridin-3-yl-1,2-dihydro-[1,7]naphthyridine-6-carbonyl)-amino]-2,2-dimethyl-propionic acid). Yield: 29.4%. RXN SMILES: C([O:3][C:4](=[O:43])[C:5]([CH3:42])([CH3:41])[CH2:6][NH:7][C:8]([C:10]1[C:11]([OH:40])=[C:12]2[C:17](=[C:18]([C:20]3[CH:21]=[N:22][CH:23]=[CH:24][CH:25]=3)[N:19]=1)[N:16]([CH2:26][C:27]1[CH:32]=[CH:31][CH:30]=[CH:29][CH:28]=1)[C:15](=[O:33])[C:14]([C:34]1[CH:39]=[CH:38][CH:37]=[CH:36][CH:35]=1)=[CH:13]2)=[O:9])C.[OH-].[Na+].CO.C1COCC1>C([O-])(O)=O.[Na+]>[CH2:26]([N:16]1[C:17]2[C:12](=[C:11]([OH:40])[C:10]([C:8]([NH:7][CH2:6][C:5]([CH3:42])([CH3:41])[C:4]([OH:43])=[O:3])=[O:9])=[N:19][C:18]=2[C:20]2[CH:21]=[N:22][CH:23]=[CH:24][CH:25]=2)[CH:13]=[C:14]([C:34]2[CH:35]=[CH:36][CH:37]=[CH:38][CH:39]=2)[C:15]1=[O:33])[C:27]1[CH:32]=[CH:31][CH:30]=[CH:29][CH:28]=1 |f:1.2,5.6|. Procedure: A mixture of 3-[(1-benzyl-5-hydroxy-2-oxo-3-phenyl-8-pyridin-3-yl-1,2-dihydro-[1,7]naphthyridine-6-carbonyl)-amino]-2,2-dimethyl-propionic acid ethyl ester (30 mg, 0.052 mmol), 2 M NaOH (3 mL), MeOH (3 mL) and THF (3 mL) was stirred at r.t. for 16 h, then concentrated to approximately one-third of its original volume. 1 M HCl was added to acidify the mixture, and the resulting suspension was extracted with EtOAc. The organic layer was dried over MgSO4 and concentrated. The crude product was puri...